Dataset: the Open Reaction Database (ORD), a public repository of structured organic reaction records. Task: describe an organic reaction: reactants, conditions, products, and yield Starting materials: C12C(CC(C=C1)C2)NC(=S)NN (N1-bicyclo[2.2.1]hept-5-en-2-ylhydrazine-1-carbothioamide), S1N=NC(=C1)C=O (1,2,3-thiadiazole-4-carboxaldehyde). Yields the product C12C(CC(C=C1)C2)NC(NN=CC=2N=NSC2)=S (4-(Bicyclo[2.2.1]hept-5-en-2-yl)-1-(1,2,3-thiadiazol-4-ylmethylidene)thiosemicarbazide), solid. Yield: 80.0%. As a reaction SMILES: [CH:1]12[CH2:7][CH:4]([CH:5]=[CH:6]1)[CH2:3][CH:2]2[NH:8][C:9]([NH:11][NH2:12])=[S:10].[S:13]1[CH:17]=[C:16]([CH:18]=O)[N:15]=[N:14]1>>[CH:1]12[CH2:7][CH:4]([CH:5]=[CH:6]1)[CH2:3][CH:2]2[NH:8][C:9](=[S:10])[NH:11][N:12]=[CH:18][C:16]1[N:15]=[N:14][S:13][CH:17]=1. Procedure details: The title compound was prepared from a mixture of N1-bicyclo[2.2.1]hept-5-en-2-ylhydrazine-1-carbothioamide (35 mg, 0.21 mmol) and 1,2,3-thiadiazole-4-carboxaldehyde (33mg, 0.287 mmol) similar to Example 3 and isolated as a white solid (47 mg, 80%). 1H NMR (CDCl3): 9.95 (s, 1H), 8.85 (s, 1H), 7.70 (brs, 1H), 6.16 (ddd, J=8.1, 5.1, 2.7 Hz, 2H), 4.27 (t, J=8.7 Hz, 1H), 3.06 (s, 1H), 2.96 (s, 1H), 1.92 (ddd, J=7.6, 7.0, 2.4 Hz, 1H), 1.67 (m, 1H), 1.51-1.40 (m, 2H). The reactants are CC(=O)N1CCc2cc([N+](=O)[O-])ccc21, CCOC(C)=O, [H][H]. Yields the product CC(=O)N1CCc2cc(N)ccc21. RXN SMILES: [C:1]([CH3:2])(=[O:3])[N:4]1[CH2:5][CH2:6][c:7]2[cH:8][c:9]([N+:13]([O-:14])=[O:15])[cH:10][cH:11][c:12]21.[CH3:18][CH2:19][O:20][C:21](=[O:22])[CH3:23].[H:16][H:17]>>[C:1]([CH3:2])(=[O:3])[N:4]1[CH2:5][CH2:6][c:7]2[cH:8][c:9]([NH2:13])[cH:10][cH:11][c:12]21. Starting materials: ClCCN1CCCCC1 (1-(2-chloroethyl)piperidine), OC=1C=C2C(=NC(=NC2=CC1)C=1C=NC=CC1)NC1=C(C(=O)N)C=CC=C1 (2-(6-hydroxy-2-(pyridin-3-yl)quinazolin-4-ylamino)benzamide), CCN(CC)P1(=NC(C)(C)C)N(CCCN1C)C (BEMP). Run in CO (methanol), CN1CCCC1=O (NMP). Run at temperature 90 celsius. The product is N1(CCCCC1)CCOC=1C=C2C(=NC(=NC2=CC1)C=1C=NC=CC1)NC1=C(C(=O)N)C=CC=C1 (2-(6-(2-(piperidin-1-yl)ethoxy)-2-(pyridin-3-yl)quinazolin-4-ylamino)benzamide). RXN SMILES: Cl[CH2:2][CH2:3][N:4]1[CH2:9][CH2:8][CH2:7][CH2:6][CH2:5]1.[OH:10][C:11]1[CH:12]=[C:13]2[C:18](=[CH:19][CH:20]=1)[N:17]=[C:16]([C:21]1[CH:22]=[N:23][CH:24]=[CH:25][CH:26]=1)[N:15]=[C:14]2[NH:27][C:28]1[CH:36]=[CH:35][CH:34]=[CH:33][C:29]=1[C:30]([NH2:32])=[O:31].CCN(P1(N(C)CCCN1C)=NC(C)(C)C)CC>CN1C(=O)CCC1.CO>[N:4]1([CH2:3][CH2:2][O:10][C:11]2[CH:12]=[C:13]3[C:18](=[CH:19][CH:20]=2)[N:17]=[C:16]([C:21]2[CH:22]=[N:23][CH:24]=[CH:25][CH:26]=2)[N:15]=[C:14]3[NH:27][C:28]2[CH:36]=[CH:35][CH:34]=[CH:33][C:29]=2[C:30]([NH2:32])=[O:31])[CH2:9][CH2:8][CH2:7][CH2:6][CH2:5]1. Reported procedure: To 1-(2-chloroethyl)piperidine (45 μmol) was added the solution of 2-(6-hydroxy-2-(pyridin-3-yl)quinazolin-4-ylamino)benzamide (30 μmol) in NMP (200 μL) PS-BEMP (90 μmol) was added to the vials by resin dispenser. After the reaction mixture was heated at 90° C. for 12 h, the residue was diluted with methanol and purified by mass triggered PREP-HPLC Condition D. The target fraction was lyophilized to afford the titled compound whose structure was finally confirmed by LCMS using LCMS Method E. Starting materials: COC(=O)C=CC1=C(c2ccc(OC)cc2)c2ccc(OC)cc2CC1, CO, [Na+], [OH-]. The product is COc1ccc(C2=C(C=CC(=O)O)CCc3cc(OC)ccc32)cc1. Reaction SMILES: [CH3:1][O:2][C:3]([CH:4]=[CH:5][C:6]1=[C:7]([c:18]2[cH:19][cH:20][c:21]([O:24][CH3:25])[cH:22][cH:23]2)[c:8]2[cH:9][cH:10][c:11]([O:16][CH3:17])[cH:12][c:13]2[CH2:14][CH2:15]1)=[O:26].[CH3:29][OH:30].[Na+:28].[OH-:27]>>[O:2]=[C:3]([CH:4]=[CH:5][C:6]1=[C:7]([c:18]2[cH:19][cH:20][c:21]([O:24][CH3:25])[cH:22][cH:23]2)[c:8]2[cH:9][cH:10][c:11]([O:16][CH3:17])[cH:12][c:13]2[CH2:14][CH2:15]1)[OH:26]. Reactants: [N+](=O)([O-])C1=CC=CC=C1 (Nitrobenzene), CC(=O)C (acetone). The product is C(C)(=O)C1=CC=C(C=C1)C1=CC(=CC=C1)C1=CC=CC=C1 (4-acetyl m-terphenyl). As a reaction SMILES: [N+]([C:4]1[CH:9]=[CH:8][CH:7]=[CH:6][CH:5]=1)([O-])=O.[CH3:10][C:11]([CH3:13])=[O:12]>>[C:11]([C:13]1[CH:8]=[CH:9][C:4]([C:4]2[CH:9]=[CH:8][CH:7]=[C:6]([C:4]3[CH:9]=[CH:8][CH:7]=[CH:6][CH:5]=3)[CH:5]=2)=[CH:5][CH:6]=1)(=[O:12])[CH3:10]. Procedure: Nitrobenzene is stripped with steam and the solid residue is dissolved into acetone. After filtration and the acetone evaporation, 400 g of crude product is obtained. Reactants: CC=1C(=CC=2C(CCC(C2C1)(C)C)(C)C)C(=C)C1=CC=C(C(=O)OC)C=C1 (Methyl 4-[1-(5,6,7,8-tetrahydro-3,5,5,8,8-pentamethyl-2-naphthalenyl)-1-ethenyl]benzoate), Cl (hydrochloric acid), [OH-].[K+] (potassium hydroxide). The solvent is CO (methanol). Conditions: temperature 70 celsius, time 1 hour. Yields the product CC=1C(=CC=2C(CCC(C2C1)(C)C)(C)C)C(=C)C1=CC=C(C(=O)O)C=C1 (4-[1-(5,6,7,8-Tetrahydro-3,5,5,8,8-pentamethyl-2-naphthalenyl)-1-ethenyl]benzoic acid), solid. Isolated yield 91.0%. Reaction SMILES: [CH3:1][C:2]1[C:3]([C:16]([C:18]2[CH:27]=[CH:26][C:21]([C:22]([O:24]C)=[O:23])=[CH:20][CH:19]=2)=[CH2:17])=[CH:4][C:5]2[C:6]([CH3:15])([CH3:14])[CH2:7][CH2:8][C:9]([CH3:13])([CH3:12])[C:10]=2[CH:11]=1.[OH-].[K+].Cl>CO>[CH3:1][C:2]1[C:3]([C:16]([C:18]2[CH:27]=[CH:26][C:21]([C:22]([OH:24])=[O:23])=[CH:20][CH:19]=2)=[CH2:17])=[CH:4][C:5]2[C:6]([CH3:15])([CH3:14])[CH2:7][CH2:8][C:9]([CH3:12])([CH3:13])[C:10]=2[CH:11]=1 |f:1.2|. Procedure: To a suspension of the ester 32 (0.058 g, 0.16 mmol) in 75% aqueous methanol (2 mL) was added one pellet of potassium hydroxide (0.1 g). The mixture was stirred at 70° C. for 1 h during which time the material dissolved. The solution was cooled to room temperature, acidified with 1N aqueous hydrochloric acid, and then extracted with 80% ethyl acetate/hexane. The combined organic layers were dried over anhydrous MgSO4, filtered, and concentrated to afford a white solid. Recrystallization from dic... Reactants: CC(=O)O, COC(=O)N=C(SC)C(=Nc1ccc(-c2noc(C)n2)cc1)c1cc(O)cc(OC)c1, COc1cc(OCCO)c(F)c(C(Nc2ccc(C(=N)N)cc2)c2nn(-c3ncccc3N)c(=O)[nH]2)c1. Product: CC(=O)O, COc1cc(OCCO)cc(C(Nc2ccc(C(=N)N)cc2)c2nn(-c3ncccc3N)c(=O)[nH]2)c1. Reaction SMILES: [C:1]([CH3:2])(=[O:3])[OH:4].[CH3:42][O:43][C:44](=[O:45])[N:46]=[C:47]([S:48][CH3:49])[C:50]([c:51]1[cH:52][c:53]([O:54][CH3:55])[cH:56][c:57]([OH:58])[cH:59]1)=[N:60][c:61]1[cH:62][cH:63][c:64](-[c:65]2[n:66][c:67]([CH3:68])[o:69][n:70]2)[cH:71][cH:72]1.[NH2:5][c:6]1[c:7](-[n:12]2[n:13][c:14]([CH:18]([c:19]3[c:20]([F:31])[c:21]([O:27][CH2:28][CH2:29][OH:30])[cH:22][c:23]([O:25][CH3:26])[cH:24]3)[NH:32][c:33]3[cH:34][cH:35][c:36]([C:37](=[NH:38])[NH2:39])[cH:40][cH:41]3)[nH:15][c:16]2=[O:17])[n:8][cH:9][cH:10][cH:11]1>>[C:1]([CH3:2])(=[O:3])[OH:4].[NH2:5][c:6]1[c:7](-[n:12]2[n:13][c:14]([CH:18]([c:19]3[cH:20][c:21]([O:27][CH2:28][CH2:29][OH:30])[cH:22][c:23]([O:25][CH3:26])[cH:24]3)[NH:32][c:33]3[cH:34][cH:35][c:36]([C:37](=[NH:38])[NH2:39])[cH:40][cH:41]3)[nH:15][c:16]2=[O:17])[n:8][cH:9][cH:10][cH:11]1. The reactants are NC=1C=C(C=C2CCCC(C12)C(=O)O)C (8-Amino-6-methyl-1,2,3,4-tetrahydronaphthalene-1-carboxylic acid), CO (methanol), S(O)(O)(=O)=O (sulfuric acid). Yields the product NC=1C=C(C=C2CCCC(C12)C(=O)OC)C (8-Amino-6-methyl-1,2,3,4-tetrahydronaphthalene-1-carboxylic acid, methyl ester). As a reaction SMILES: [NH2:1][C:2]1[CH:3]=[C:4]([CH3:15])[CH:5]=[C:6]2[C:11]=1[CH:10]([C:12]([OH:14])=[O:13])[CH2:9][CH2:8][CH2:7]2.S(=O)(=O)(O)O.[CH3:21]O>>[NH2:1][C:2]1[CH:3]=[C:4]([CH3:15])[CH:5]=[C:6]2[C:11]=1[CH:10]([C:12]([O:14][CH3:21])=[O:13])[CH2:9][CH2:8][CH2:7]2. Procedure details: The product from Example 140 was dissolved in methanol (50 ml) and concentrated sulfuric acid (3 ml) was added. The reaction was refluxed for 4 hours and solvent was evaporated to one-half the volume. Following the procedure of Example 136 the desired ester was obtained. Starting materials: [OH-].[Na+] (NaOH), C(C)OC(CC1CCN(CC1)C(C)(C)C)=O ((1-tert-butyl-piperidin-4-yl)-acetic acid ethyl ester), Cl (HCl). Solvent: O.C(C)O (water ethanol). Conditions: time 8 hour. The product is C(C)(C)(C)N1CCC(CC1)CC(=O)O ((1-tert-Butyl-piperidin-4-yl)-acetic acid). Yield: 19.7%. As a reaction SMILES: [OH-].[Na+].C([O:5][C:6](=[O:18])[CH2:7][CH:8]1[CH2:13][CH2:12][N:11]([C:14]([CH3:17])([CH3:16])[CH3:15])[CH2:10][CH2:9]1)C.Cl>O.C(O)C>[C:14]([N:11]1[CH2:10][CH2:9][CH:8]([CH2:7][C:6]([OH:18])=[O:5])[CH2:13][CH2:12]1)([CH3:17])([CH3:15])[CH3:16] |f:0.1,4.5|. Procedure: To a solution of NaOH in water/ethanol (v/v=40/10, 50 mL) (1-tert-butyl-piperidin-4-yl)-acetic acid ethyl ester (4.03 g, 17.8 mmol) was added and the mixture was stirred at r.t. overnight. 1 N aq. HCl was added to adjust the pH to 5. Volotiles were evaporated in vacuo, the residue was diluted with methanol (30 mL), and the insoluble inorganic salts were removed by filtration. The filtrate was concentrated and purified by column chromatography on silica gel (CH2Cl2/MeOH=20/1 to 5/1) to give 0.7 g...